This data is from the Open Reaction Database (ORD), a public repository of structured organic reaction records. The task is: describe an organic reaction: reactants, conditions, products, and yield Reactants: CC(=O)c1nccs1, CCO, Cl, NO, O, c1ccncc1. The product is CC(=NO)c1nccs1. As a reaction SMILES: [C:1]([CH3:2])(=[O:3])[c:4]1[s:5][cH:6][cH:7][n:8]1.[CH3:19][CH2:20][OH:21].[ClH:9].[NH2:10][OH:11].[OH2:18].[cH:12]1[cH:13][cH:14][n:15][cH:16][cH:17]1>>[C:1]([CH3:2])([c:4]1[s:5][cH:6][cH:7][n:8]1)=[N:10][OH:11]. Reported procedure: Standard Procedure (B) was utilized to prepare the title compound from 2-(4-hydroxybenzyl)-2-phenoxy-hexanoic acid ethyl ester and toluene-4-sulfonic acid 2-(2-phenyl-5-methyl-oxazol-4-yl)-ethyl ester. 1H NMR (400 MHz, CDCl3) δ 7.97-7.94 (m, 2H), 7.42-7.40 (m, 3H), 7.31-7.27 (m, 2H), 7.06 (t, 1H, J=7.43 Hz), 6.98 (t, 4H, J=8.99 Hz), 6.75 (d, 2H, J=8.60 Hz), 4.17 (t, 2H, J=6.65 Hz), 3.29 (s, 2H), 2.96 (t, 2H, J=6.65 Hz), 2.36 (s, 3H), 2.10-1.98 (m, 2H), 1.42-1.16 (m, 4H), 0.79 (t, 3H, J=7.04 Hz);... RXN SMILES: C([O:3][C:4](=[O:25])[C:5]([CH2:17][C:18]1[CH:23]=[CH:22][C:21](O)=[CH:20][CH:19]=1)([O:10][C:11]1[CH:16]=[CH:15][CH:14]=[CH:13][CH:12]=1)[CH2:6][CH2:7][CH2:8][CH3:9])C.[C:26]1([C:32]2[O:33][C:34]([CH3:50])=[C:35]([CH2:37][CH2:38][O:39]S(C3C=CC(C)=CC=3)(=O)=O)[N:36]=2)[CH:31]=[CH:30][CH:29]=[CH:28][CH:27]=1>>[CH3:50][C:34]1[O:33][C:32]([C:26]2[CH:27]=[CH:28][CH:29]=[CH:30][CH:31]=2)=[N:36][C:35]=1[CH2:37][CH2:38][O:39][C:21]1[CH:22]=[CH:23][C:18]([CH2:17][C:5]([O:10][C:11]2[CH:16]=[CH:15][CH:14]=[CH:13][CH:12]=2)([CH2:6][CH2:7][CH2:8][CH3:9])[C:4]([OH:25])=[O:3])=[CH:19][CH:20]=1. Product: CC1=C(N=C(O1)C1=CC=CC=C1)CCOC1=CC=C(CC(C(=O)O)(CCCC)OC2=CC=CC=C2)C=C1 (2-{4-[2-(5-Methyl-2-phenyl-oxazol-4-yl)-ethoxy]-benzyl}-2-phenoxy-hexanoic acid). Starting materials: C(C)OC(C(CCCC)(OC1=CC=CC=C1)CC1=CC=C(C=C1)O)=O (2-(4-hydroxybenzyl)-2-phenoxy-hexanoic acid ethyl ester), C1(=CC=CC=C1)C=1OC(=C(N1)CCOS(=O)(=O)C1=CC=C(C=C1)C)C (toluene-4-sulfonic acid 2-(2-phenyl-5-methyl-oxazol-4-yl)-ethyl ester). Starting materials: BrC(C(=O)C1=CC=C(C=O)C=C1)C1=CC=CC=C1 (4-[bromo(phenyl)acetyl]benzaldehyde), BrC=1C=NC(=NC1)N (5-bromopyrimidin-2-amine), O (water). Solvent: CN(C)C=O (DMF). Reaction conditions: temperature 90 celsius. The product is BrC=1C=NC=2N(C1)C(=C(N2)C2=CC=C(C=O)C=C2)C2=CC=CC=C2 (4-(6-bromo-3-phenylimidazo[1,2-a]pyrimidin-2-yl)benzaldehyde). Reaction SMILES: Br[CH:2]([C:13]1[CH:18]=[CH:17][CH:16]=[CH:15][CH:14]=1)[C:3]([C:5]1[CH:12]=[CH:11][C:8]([CH:9]=[O:10])=[CH:7][CH:6]=1)=O.[Br:19][C:20]1[CH:21]=[N:22][C:23]([NH2:26])=[N:24][CH:25]=1.O>CN(C=O)C>[Br:19][C:20]1[CH:21]=[N:22][C:23]2[N:24]([C:2]([C:13]3[CH:18]=[CH:17][CH:16]=[CH:15][CH:14]=3)=[C:3]([C:5]3[CH:12]=[CH:11][C:8]([CH:9]=[O:10])=[CH:7][CH:6]=3)[N:26]=2)[CH:25]=1. Reported procedure: 0.15 g (0.5 mM) of 4-[bromo(phenyl)acetyl]benzaldehyde and 2.0 equivalents of 5-bromopyrimidin-2-amine are dissolved in 6 ml DMF. The reaction mixture is heated at 90° C. overnight. The reaction mixture is cooled and water is added. It is then extracted with ethyl acetate. The organic layer is dried and concentrated. The crude product is purified by column chromatography to obtain the desired compound. The reactants are C(C)(=O)C=1C=C(C=CC1)C1=CC=C(C=C1)C#CC(CCC=1C=NC=CC1)O (1-(3'-acetylbiphenyl-4-yl)-5-(3-pyridyl)pent- 1-yn-3-ol). The reagents and catalysts are [Pd] (palladium on carbon). Run in C(C)O (ethanol). Yields the product C(C)(=O)C=1C=C(C=CC1)C1=CC=C(C=C1)CCC(CCC=1C=NC=CC1)O (1-(3'-Acetylbiphenyl-4-yl)-5-(3-pyridyl)-3-pentanol). Isolated yield 35.3%. Reaction SMILES: [C:1]([C:4]1[CH:5]=[C:6]([C:10]2[CH:15]=[CH:14][C:13]([C:16]#[C:17][CH:18]([OH:27])[CH2:19][CH2:20][C:21]3[CH:22]=[N:23][CH:24]=[CH:25][CH:26]=3)=[CH:12][CH:11]=2)[CH:7]=[CH:8][CH:9]=1)(=[O:3])[CH3:2]>C(O)C.[Pd]>[C:1]([C:4]1[CH:5]=[C:6]([C:10]2[CH:15]=[CH:14][C:13]([CH2:16][CH2:17][CH:18]([OH:27])[CH2:19][CH2:20][C:21]3[CH:22]=[N:23][CH:24]=[CH:25][CH:26]=3)=[CH:12][CH:11]=2)[CH:7]=[CH:8][CH:9]=1)(=[O:3])[CH3:2]. Procedure details: A solution of 1-(3'-acetylbiphenyl-4-yl)-5-(3-pyridyl)pent- 1-yn-3-ol (0.7 g) in absolute ethanol (20 ml) was hydrogenated for 24 hours at 1.2 atmospheres using palladium on carbon (10%, 0.1 g) as catalyst. The reaction mixture was filtered through Celite® and the residue washed with ethanol. The combined filtrate and washings were concentrated under reduced pressure. The residue was purified by column chromatography over silica eluting with dichloromethane:methanol (97:3) to give the title comp... Reactants: solution, [Br-].FC(C(=C)[Zn+])(F)F (1-(trifluoromethyl)ethenyl zinc bromide), BrC1=CC(=C(C(=C1)Cl)OC(F)F)Cl (4-bromo-2,6-dichloro-1-(difluoromethoxy)benzene). Solvent: O1CCCC1 (tetrahydrofuran), CN(C=O)C (N,N-dimethylformamide). Run at temperature 100 celsius, time 3 hour. The product is ClC=1C=C(C=C(C1OC(F)F)Cl)C(=C)C(F)(F)F (3,5-dichloro-4-difluoromethoxy-1-[1-(trifluoromethyl)ethenyl]benzene). Reaction SMILES: [Br-].[F:2][C:3]([F:8])([F:7])[C:4]([Zn+])=[CH2:5].Br[C:10]1[CH:15]=[C:14]([Cl:16])[C:13]([O:17][CH:18]([F:20])[F:19])=[C:12]([Cl:21])[CH:11]=1>O1CCCC1.CN(C)C=O>[Cl:21][C:12]1[CH:11]=[C:10]([C:4]([C:3]([F:8])([F:7])[F:2])=[CH2:5])[CH:15]=[C:14]([Cl:16])[C:13]=1[O:17][CH:18]([F:20])[F:19] |f:0.1|. Procedure: To 1M solution of 1-(trifluoromethyl)ethenyl zinc bromide in tetrahydrofuran (see J. Org. Chem. 1991, 56, 7336 for preparation) (21 mL) was added a solution of 4-bromo-2,6-dichloro-1-(difluoromethoxy)benzene (2.4 g) in N,N-dimethylformamide (12 mL), then the bulk of the tetrahydrofuran was removed in vacuo. Dichlorobis(triphenylphosphine)palladium(II) (0.23 g) was added to the residual N,N-dimethylformamide solution, which was stirred at 100° C. for 3 hours under nitrogen atmosphere and then coo...